This data is from the Open Reaction Database (ORD), a public repository of structured organic reaction records. The task is: describe an organic reaction: reactants, conditions, products, and yield Reactants: FC1=CC=C(CC2CCN(CC2)C(C(=O)O)=O)C=C1 ([4-(4-fluoro-benzyl)-piperidin-1-yl]-oxo-acetic acid), NC=1C=C2CCCC2=CC1 (5-aminoindan). Run in C(C)OCC (diethylether). The product is FC1=CC=C(CC2CCN(CC2)C(C(=O)NC=2C=C3CCCC3=CC2)=O)C=C1 (2-[4-(4-Fluoro-benzyl)-piperidin-1-yl]-N-(indan-5-yl)-2-oxo-acetamide). Reaction SMILES: [F:1][C:2]1[CH:19]=[CH:18][C:5]([CH2:6][CH:7]2[CH2:12][CH2:11][N:10]([C:13](=[O:17])[C:14]([OH:16])=O)[CH2:9][CH2:8]2)=[CH:4][CH:3]=1.[NH2:20][C:21]1[CH:22]=[C:23]2[C:27](=[CH:28][CH:29]=1)[CH2:26][CH2:25][CH2:24]2>C(OCC)C>[F:1][C:2]1[CH:3]=[CH:4][C:5]([CH2:6][CH:7]2[CH2:8][CH2:9][N:10]([C:13](=[O:17])[C:14]([NH:20][C:21]3[CH:22]=[C:23]4[C:27](=[CH:28][CH:29]=3)[CH2:26][CH2:25][CH2:24]4)=[O:16])[CH2:11][CH2:12]2)=[CH:18][CH:19]=1. Reported procedure: The title compound is prepared from [4-(4-fluoro-benzyl)-piperidin-1-yl]-oxo-acetic acid (Example 1b) and 5-aminoindan (Aldrich) according to the method described in Example 1c. Melting Point: 150-152° C. (diethylether)